Dataset: the Open Reaction Database (ORD), a public repository of structured organic reaction records. Task: describe an organic reaction: reactants, conditions, products, and yield Starting materials: N1=C(N=CC2=C1CNCC2)N[C@H](CO)C ((S)-2-(5,6,7,8-tetrahydropyrido[3,4-d]pyrimidin-2-ylamino)propan-1-ol), TEA, C(Cl)Cl (DCM), N[C@H](CN(C(OC(C)(C)C)=O)C)C1=CC(=C(C=C1)C(F)(F)F)F ((S)-tert-butyl 2-amino-2-(3-fluoro-4-(trifluoromethyl)phenyl)ethyl(methyl)carbamate), C(Cl)Cl (DCM), TEA, C1=CN(C=N1)C(=O)N2C=CN=C2 (CDI). Solvent: O (water). Conditions: time 30 minute. Yields the product FC=1C=C(C=CC1C(F)(F)F)[C@@H](CN(C(OC(C)(C)C)=O)C)NC(=O)N1CC=2N=C(N=CC2CC1)N[C@H](CO)C (tert-butyl (S)-2-(3-fluoro-4-(trifluoromethyl)phenyl)-2-(2-((S)-1-hydroxypropan-2-ylamino)-5,6,7,8-tetrahydropyrido[3,4-d]pyrimidine-7-carboxamido)ethyl(methyl)carbamate). Yield: 26.8%. RXN SMILES: [NH2:1][C@@H:2]([C:13]1[CH:18]=[CH:17][C:16]([C:19]([F:22])([F:21])[F:20])=[C:15]([F:23])[CH:14]=1)[CH2:3][N:4]([CH3:12])[C:5](=[O:11])[O:6][C:7]([CH3:10])([CH3:9])[CH3:8].C(Cl)Cl.C1N=CN([C:32](N2C=NC=C2)=[O:33])C=1.[N:39]1[C:44]2[CH2:45][NH:46][CH2:47][CH2:48][C:43]=2[CH:42]=[N:41][C:40]=1[NH:49][C@@H:50]([CH3:53])[CH2:51][OH:52]>O>[F:23][C:15]1[CH:14]=[C:13]([C@H:2]([NH:1][C:32]([N:46]2[CH2:47][CH2:48][C:43]3[CH:42]=[N:41][C:40]([NH:49][C@@H:50]([CH3:53])[CH2:51][OH:52])=[N:39][C:44]=3[CH2:45]2)=[O:33])[CH2:3][N:4]([CH3:12])[C:5](=[O:11])[O:6][C:7]([CH3:8])([CH3:9])[CH3:10])[CH:18]=[CH:17][C:16]=1[C:19]([F:20])([F:21])[F:22]. Procedure details: To a solution of (S)-tert-butyl 2-amino-2-(3-fluoro-4-(trifluoromethyl)phenyl)ethyl(methyl)carbamate (0.220 g, 0.654 mmol) and DCM (5 mL) was cooled to 0° C. was added sequentially TEA (0.365 mL, 2.62 mmol) and CDI (0.106 g, 0.654 mmol). The reaction was stirred for 30 min then added to a solution of 138 (0.160 g, 0.654 mmol), TEA (0.365 mL, 2.62 mmol) and DCM (5 mL) at RT and the resulting solution was stirred at RT for 18 h. The solution was poured into water, and extracted with DCM. The combi... The reactants are ON1N=NC2=C1C=CC=C2 (1-hydroxybenzotriazole), C(C)(C)(C)OC(=O)N1[C@H](CCC1)CNCC(=CC1=CC=CC=C1)C (2-(R)-[(2-methyl-3-phenyl-allylamino)-methyl]-pyrrolidine-1-carboxylic acid tert-butyl ester), CN(C)CCCN=C=NCC (1-(dimethylaminopropyl)-3-ethylcarbodiimide), C(C)(C)(C)OC(=O)N1[C@H](CCC1)CC(=O)O (2-(R)-carboxymethyl-pyrrolidine-1-carboxylic acid tert-butyl ester), COC=1C=C(C(=O)O)C=C(C1OC)OC (3,4,5-trimethoxy benzoic acid). The solvent is C(C)N(CC)CC (triethylamine), C(Cl)Cl (DCM). The product is C(C)(C)(C)OC(=O)N1CCCC1 (pyrrolidine-1-carboxylic acid tert-butyl ester). RXN SMILES: [C:1]([O:5][C:6]([N:8]1[CH2:12][CH2:11][CH2:10][C@@H:9]1CNCC(C)=CC1C=CC=CC=1)=[O:7])([CH3:4])([CH3:3])[CH3:2].C(OC(N1CCC[C@@H]1CC(O)=O)=O)(C)(C)C.COC1C=C(C=C(OC)C=1OC)C(O)=O.CN(CCCN=C=NCC)C.ON1C2C=CC=CC=2N=N1>C(Cl)Cl.C(N(CC)CC)C>[C:1]([O:5][C:6]([N:8]1[CH2:12][CH2:11][CH2:10][CH2:9]1)=[O:7])([CH3:4])([CH3:2])[CH3:3]. Reported procedure: Experimental condition analogous to Example 22 were used with 2-(R)-[(2-methyl-3-phenyl-allylamino)-methyl]-pyrrolidine-1-carboxylic acid tert-butyl ester (prepared according to the scheme 13) were used with 2-(R)-carboxymethyl-pyrrolidine-1-carboxylic acid tert-butyl ester) 0.5 g (1.51 mmol), 3,4,5-trimethoxy benzoic acid 0.38 g (1.8 mmol), triethylamine 0.1 ml, 1-(dimethylaminopropyl)-3-ethylcarbodiimide 0.43 g (2.2 mmol), and 1-hydroxybenzotriazole 0.2 g (1.5 mmol) in 10 ml DCM. The reaction ...